From a dataset of the Open Reaction Database (ORD), a public repository of structured organic reaction records. describe an organic reaction: reactants, conditions, products, and yield Starting materials: COC1=C(CN2C(C(NCC2)=O)=O)C=CC(=C1)OC (1-(2,4-dimethoxy-benzyl)-2,3-dioxopiperazine), [H-].[Na+] (sodium hydride), Cl (hydrochloric acid), ice water, BrCC(=O)OC (methyl bromoacetate). Procedure: A mixture of 10.0 g of 1-(2,4-dimethoxy-benzyl)-2,3-dioxopiperazine, 1.66 g of sodium hydride (60%, oil) and 100 ml of N,N-dimethylformamide was stirred at 50° C. for 30 minutes and then cooled to room temperature. To the reaction mixture was added 3.6 ml of methyl bromoacetate, after which the resulting mixture was stirred at the same temperature for 30 minutes and added to a mixed solvent of 200 ml of ethyl acetate and 200 ml of ice water, and the pH was adjusted to 2 with 2N hydrochloric acid... Reaction conditions: temperature 50 celsius, time 30 minute. As a reaction SMILES: [CH3:1][O:2][C:3]1[CH:17]=[C:16]([O:18][CH3:19])[CH:15]=[CH:14][C:4]=1[CH2:5][N:6]1[CH2:11][CH2:10][NH:9][C:8](=[O:12])[C:7]1=[O:13].[H-].[Na+].Br[CH2:23][C:24]([O:26][CH3:27])=[O:25].Cl>C(OCC)(=O)C.CN(C)C=O>[CH3:1][O:2][C:3]1[CH:17]=[C:16]([O:18][CH3:19])[CH:15]=[CH:14][C:4]=1[CH2:5][N:6]1[CH2:11][CH2:10][N:9]([CH2:23][C:24]([O:26][CH3:27])=[O:25])[C:8](=[O:12])[C:7]1=[O:13] |f:1.2|. Product: COC1=C(CN2C(C(N(CC2)CC(=O)OC)=O)=O)C=CC(=C1)OC (methyl [4-(2,4-dimethoxybenzyl)-2,3-dioxopiperazin-1-yl]acetate). The solvent is CN(C=O)C (N,N-dimethylformamide), C(C)(=O)OCC (ethyl acetate). The reactants are BrC=1C=C2C=3CCCC(C3NC2=CC1)N (6-bromo-2,3,4,9-tetrahydro-1H-carbazol-1-amine), ClC=1C=C(C=CC1OC)N=C=O (3-chloro-4-methoxyphenyl isocyanate). Yields the product BrC=1C=C2C=3CCCC(C3NC2=CC1)NC(=O)NC1=CC(=C(C=C1)OC)Cl (N-(6-Bromo-2,3,4,9-tetrahydro-1H-carbazol-1-yl)-N′-(3-chloro-4-methoxyphenyl)urea), solid. Yield: 42.0%. RXN SMILES: [Br:1][C:2]1[CH:3]=[C:4]2[C:12](=[CH:13][CH:14]=1)[NH:11][C:10]1[CH:9]([NH2:15])[CH2:8][CH2:7][CH2:6][C:5]2=1.[Cl:16][C:17]1[CH:18]=[C:19]([N:25]=[C:26]=[O:27])[CH:20]=[CH:21][C:22]=1[O:23][CH3:24]>>[Br:1][C:2]1[CH:3]=[C:4]2[C:12](=[CH:13][CH:14]=1)[NH:11][C:10]1[CH:9]([NH:15][C:26]([NH:25][C:19]3[CH:20]=[CH:21][C:22]([O:23][CH3:24])=[C:17]([Cl:16])[CH:18]=3)=[O:27])[CH2:8][CH2:7][CH2:6][C:5]2=1. Reported procedure: N-(6-Bromo-2,3,4,9-tetrahydro-1H-carbazol-1-yl)-N′-(3-chloro-4-methoxyphenyl)urea was prepared from 6-bromo-2,3,4,9-tetrahydro-1H-carbazol-1-amine and 3-chloro-4-methoxyphenyl isocyanate in a similar manner as described above to give a tan solid (42% yield). 1H-NMR (DMSO-d6): δ 10.98 (s, 1H), 8.33 (s, 1H), 7.73 (d, 1H), 7.60 (d, 1H), 7.30 (d, 1H), 7.25-7.14 (m, 2H), 7.08 (d, 1H), 6.63 (d, 1H), 5.01 (m, 1H), 3.82 (s, 3H), 2.65 (m, 2H), 2.04 (m, 1H), 1.94-1.76 (m, 3H); MS m/z 448 (M−1). The reactants are [Al], CNC(=O)c1nc(Br)c(C)n(-c2cccc(C(F)(F)F)c2)c1=O, COC(=O)c1ncc(C)n(-c2cccc(C(F)(F)F)c2)c1=O, ClCCl, O=C1CCC(=O)N1I, O, O=C(O)C(F)(F)F. The product is COC(=O)c1nc(I)c(C)n(-c2cccc(C(F)(F)F)c2)c1=O. RXN SMILES: [Al:61].[Br:23][c:24]1[n:25][c:26]([C:27]([NH:28][CH3:29])=[O:30])[c:31](=[O:32])[n:33](-[c:34]2[cH:35][cH:36][cH:37][c:38]([C:39]([F:40])([F:41])[F:42])[cH:43]2)[c:44]1[CH3:45].[CH3:1][c:2]1[n:3](-[c:13]2[cH:14][c:15]([C:19]([F:20])([F:21])[F:22])[cH:16][cH:17][cH:18]2)[c:4](=[O:12])[c:5]([C:8](=[O:9])[O:10][CH3:11])[n:6][cH:7]1.[Cl:63][CH2:64][Cl:65].[I:53][N:54]1[C:55](=[O:56])[CH2:57][CH2:58][C:59]1=[O:60].[OH2:62].[OH:46][C:47]([C:48]([F:49])([F:50])[F:51])=[O:52]>>[CH3:1][c:2]1[n:3](-[c:13]2[cH:14][c:15]([C:19]([F:20])([F:21])[F:22])[cH:16][cH:17][cH:18]2)[c:4](=[O:12])[c:5]([C:8](=[O:9])[O:10][CH3:11])[n:6][c:7]1[I:53]. Starting materials: Cc1cnc(N2CCN(C(=O)c3ccc(Br)cc3N3CCCS3(=O)=O)CC2)c(C)c1, O=C1NC(COC(=O)c2ccccc2)CO1. Yields the product Cc1cnc(N2CCN(C(=O)c3ccc(N4C(=O)OCC4COC(=O)c4ccccc4)cc3N3CCCS3(=O)=O)CC2)c(C)c1. RXN SMILES: [Br:1][c:2]1[cH:3][c:4]([N:24]2[S:25](=[O:29])(=[O:30])[CH2:26][CH2:27][CH2:28]2)[c:5]([C:8](=[O:9])[N:10]2[CH2:11][CH2:12][N:13]([c:16]3[n:17][cH:18][c:19]([CH3:23])[cH:20][c:21]3[CH3:22])[CH2:14][CH2:15]2)[cH:6][cH:7]1.[O:31]=[C:32]1[O:33][CH2:34][CH:35]([CH2:37][O:38][C:39]([c:40]2[cH:41][cH:42][cH:43][cH:44][cH:45]2)=[O:46])[NH:36]1>>[c:2]1([N:36]2[C:32](=[O:31])[O:33][CH2:34][CH:35]2[CH2:37][O:38][C:39]([c:40]2[cH:41][cH:42][cH:43][cH:44][cH:45]2)=[O:46])[cH:3][c:4]([N:24]2[S:25](=[O:29])(=[O:30])[CH2:26][CH2:27][CH2:28]2)[c:5]([C:8](=[O:9])[N:10]2[CH2:11][CH2:12][N:13]([c:16]3[n:17][cH:18][c:19]([CH3:23])[cH:20][c:21]3[CH3:22])[CH2:14][CH2:15]2)[cH:6][cH:7]1. Reactants: CSc1ccc(Br)cc1C(F)(F)F, ClCCl, O, O=C(OO)c1cccc(Cl)c1. The product is CS(=O)(=O)c1ccc(Br)cc1C(F)(F)F. RXN SMILES: [Br:1][c:2]1[cH:3][c:4]([C:10]([F:11])([F:12])[F:13])[c:5]([S:8][CH3:9])[cH:6][cH:7]1.[Cl:26][CH2:27][Cl:28].[OH2:25].[OH:14][O:15][C:16]([c:17]1[cH:18][c:19]([Cl:20])[cH:21][cH:22][cH:23]1)=[O:24]>>[Br:1][c:2]1[cH:3][c:4]([C:10]([F:11])([F:12])[F:13])[c:5]([S:8]([CH3:9])(=[O:14])=[O:25])[cH:6][cH:7]1. Reactants: ClC1=NC(=CC(=N1)OC1=CC=CC2=C1N=C(S2)NC(C)=O)C2=CC=C(C=C2)C(F)(F)F (N-{4-[2-chloro-6-(4-trifluoromethyl-phenyl)-pyrimidin-4-yloxy]-benzothiazol-2-yl}-acetamide), CC1(OB(OC1(C)C)C1=CCN(CC1)C(=O)OC(C)(C)C)C (tert-butyl 4-(4,4,5,5-tetramethyl-1,3,2-dioxaborolan-2-yl)-5,6-dihydropyridine-1(2H)-carboxylate), C1=CC=C(C=C1)P(C2=CC=CC=C2)C3=CC=CC=C3 (PPh3), C(=O)([O-])[O-].[Na+].[Na+] (Na2CO3). Reagents/catalysts: CC(=O)[O-].CC(=O)[O-].[Pd+2] (Pd(OAc)2). The solvent is COCCOC (1,2-dimethoxyethane), C(=O)(O)[O-].[Na+] (NaHCO3). Reaction conditions: temperature 120 celsius, time 1.5 hour. Yields the product N1CCC(=CC1)C1=NC(=CC(=N1)OC1=CC=CC2=C1N=C(S2)NC(C)=O)C2=CC=C(C=C2)C(F)(F)F (N-(4-(2-(1,2,3,6-Tetrahydropyridin-4-yl)-6-(4-(trifluoromethyl)phenyl)pyrimidin-4-yloxy)benzo[d]thiazol-2-yl)acetamide). Reaction SMILES: Cl[C:2]1[N:7]=[C:6]([O:8][C:9]2[C:14]3[N:15]=[C:16]([NH:18][C:19](=[O:21])[CH3:20])[S:17][C:13]=3[CH:12]=[CH:11][CH:10]=2)[CH:5]=[C:4]([C:22]2[CH:27]=[CH:26][C:25]([C:28]([F:31])([F:30])[F:29])=[CH:24][CH:23]=2)[N:3]=1.CC1(C)C(C)(C)OB([C:40]2[CH2:45][CH2:44][N:43](C(OC(C)(C)C)=O)[CH2:42][CH:41]=2)O1.C1C=CC(P(C2C=CC=CC=2)C2C=CC=CC=2)=CC=1.C([O-])([O-])=O.[Na+].[Na+]>COCCOC.C([O-])(O)=O.[Na+].CC([O-])=O.CC([O-])=O.[Pd+2]>[NH:43]1[CH2:42][CH:41]=[C:40]([C:2]2[N:7]=[C:6]([O:8][C:9]3[C:14]4[N:15]=[C:16]([NH:18][C:19](=[O:21])[CH3:20])[S:17][C:13]=4[CH:12]=[CH:11][CH:10]=3)[CH:5]=[C:4]([C:22]3[CH:27]=[CH:26][C:25]([C:28]([F:31])([F:30])[F:29])=[CH:24][CH:23]=3)[N:3]=2)[CH2:45][CH2:44]1 |f:3.4.5,7.8,9.10.11|. Reported procedure: A mixture of N-{4-[2-chloro-6-(4-trifluoromethyl-phenyl)-pyrimidin-4-yloxy]-benzothiazol-2-yl}-acetamide (300 mg, 0.645 mmol, Example 7(d)), tert-butyl 4-(4,4,5,5-tetramethyl-1,3,2-dioxaborolan-2-yl)-5,6-dihydropyridine-1(2H)-carboxylate (216 mg, 0.70 mmol, Aldrich), Pd(OAc)2 (7.2 mg, 0.03 mmol, Aldrich), PPh3 (17 mg, 0.065 mmol) and 2N aqueous Na2CO3 (0.65 mL) in 1,2-dimethoxyethane (3.0 mL) was heated at 120° C. in a microwave synthesizer for 25 min. The reaction mixture was cooled to room tem... The reactants are [Cl-].[Al+3].[Cl-].[Cl-] (aluminum chloride), N(=O)[O-].[Na+] (sodium nitrite), ice, [N-]=[N+]=[N-].[Na+] (sodium azide), N(=C=O)C1=C(C=CC=C1)C (1-isocyanato-2-methylbenzene), Cl (hydrochloric acid). The solvent is CN(C=O)C (N,N-dimethylformamide), O (water). The product is CC1=C(C=CC=C1)N1N=NNC1=O (1-(2-methylphenyl)-1,4-dihydrotetrazole-5-one). Yield: 104.3%. RXN SMILES: [Cl-].[Al+3].[Cl-].[Cl-].[N-:5]=[N+:6]=[N-:7].[Na+].[N:9]([C:12]1[CH:17]=[CH:16][CH:15]=[CH:14][C:13]=1[CH3:18])=[C:10]=[O:11].N([O-])=O.[Na+].Cl>O.CN(C)C=O>[CH3:18][C:13]1[CH:14]=[CH:15][CH:16]=[CH:17][C:12]=1[N:9]1[C:10](=[O:11])[NH:7][N:6]=[N:5]1 |f:0.1.2.3,4.5,7.8|. Reported procedure: Under ice-cooling, to N,N-dimethylformamide 500 mL was added anhydrous aluminum chloride 55.1 g and the resulting mixtures were stirred for fifteen minutes. Thereto was added sodium azide 26.9 g and the resulting mixtures were stirred for fifteen minutes and thereto was then added 1-isocyanato-2-methylbenzene 50.6 g and the resulting mixtures were heated at 70° C. for four hours. After cooling, to a mixture of sodium nitrite 51.8 g, water 2 L and ice 500 g was added the reaction solutions with s... Reactants: Nc1ccc(OCCN2CCOCC2)c2ccccc12, O=C(O)c1cccc(-c2cccnc2)c1. Yields the product O=C(Nc1ccc(OCCN2CCOCC2)c2ccccc12)c1cccc(-c2cccnc2)c1. RXN SMILES: [O:16]1[CH2:17][CH2:18][N:19]([CH2:22][CH2:23][O:24][c:25]2[cH:26][cH:27][c:28]([NH2:35])[c:29]3[cH:30][cH:31][cH:32][cH:33][c:34]23)[CH2:20][CH2:21]1.[n:1]1[cH:2][c:3](-[c:7]2[cH:8][c:9]([C:10](=[O:11])[OH:12])[cH:13][cH:14][cH:15]2)[cH:4][cH:5][cH:6]1>>[n:1]1[cH:2][c:3](-[c:7]2[cH:8][c:9]([C:10](=[O:12])[NH:35][c:28]3[cH:27][cH:26][c:25]([O:24][CH2:23][CH2:22][N:19]4[CH2:18][CH2:17][O:16][CH2:21][CH2:20]4)[c:34]4[c:29]3[cH:30][cH:31][cH:32][cH:33]4)[cH:13][cH:14][cH:15]2)[cH:4][cH:5][cH:6]1. The reactants are C(C)(C)(C)OC(=O)N1CC(C1)OC1=C(C=CC(=C1)Cl)O[C@H](C)C1=CC(=CC=C1)C(F)(F)F ((R)-3-[5-Chloro-2-[1-(3-trifluoromethyl-phenyl)-ethoxy]-phenoxy]-azetidine-1-carboxylic acid tert-butyl ester), C(=O)(C(F)(F)F)O (TFA), C1(=CC=CC=C1)C (PhCH3). The solvent is C(Cl)Cl (CH2Cl2), C(Cl)Cl (CH2Cl2). Conditions: time 1 hour. Product: N.CO (NH3 MeOH), ClC=1C=CC(=C(OC2CNC2)C1)O[C@@H](C)C1=CC(=CC=C1)C(F)(F)F ((S)-3-[5-Chloro-2-[1-(3-trifluoromethyl-phenyl)-ethoxy]-phenoxy]-azetidine). Isolated yield 168.4%. As a reaction SMILES: [C:1]([O:5]C([N:8]1[CH2:11][CH:10]([O:12][C:13]2[CH:18]=[C:17]([Cl:19])[CH:16]=[CH:15][C:14]=2[O:20][C@@H:21]([C:23]2[CH:28]=[CH:27][CH:26]=[C:25]([C:29]([F:32])([F:31])[F:30])[CH:24]=2)[CH3:22])[CH2:9]1)=O)(C)(C)C.C(O)(C(F)(F)F)=O.C1(C)C=CC=CC=1>C(Cl)Cl>[NH3:8].[CH3:1][OH:5].[Cl:19][C:17]1[CH:16]=[CH:15][C:14]([O:20][C@H:21]([C:23]2[CH:28]=[CH:27][CH:26]=[C:25]([C:29]([F:32])([F:30])[F:31])[CH:24]=2)[CH3:22])=[C:13]([CH:18]=1)[O:12][CH:10]1[CH2:11][NH:8][CH2:9]1 |f:4.5|. Reported procedure: To the title compound of Step A (5.1 g, 10.8 mmol) in CH2Cl2 (50 mL) at 0° C. was added TFA (50 mL). After 1 h, PhCH3 (50 mL) was added and the mixture concentrated. The resulting oil was neutralized with saturated NaHCO3 (aq.) and extracted with CH2Cl2 (2×). The combined organics were dried and concentrated. Silica gel chromatography (1-7% 2M NH3/MeOH in CH2Cl2) gave 3.38 g (83% yield) of the title compound as a clear oil. MS (ESI): mass calcd. for C18H17ClF3NO2, 371.1; m/z found, 372.0 [M+H]+....